Dataset: the Open Reaction Database (ORD), a public repository of structured organic reaction records. Task: describe an organic reaction: reactants, conditions, products, and yield Reactants: S(=O)([O-])OS(=O)[O-].[Na+].[Na+] (sodium disulfite), ClC1=CC(=CC=C1)C(=O)OO (m-Chloroperbenzoic acid), O=C1N(CCCC2=C1C=CC=N2)C2CCN(CC2)C(=O)OCC2=CC=CC=C2 (benzyl 4-(5-oxo-5,7,8,9-tetrahydro-6H-pyrido[3,2-c]azepin-6-yl)piperidine-1-carboxylate), resultant mixture. The solvent is ClCCl (dichloromethane). Run at time 20 minute. Yields the product [O-][N+]1=CC=CC=2C(N(CCCC21)C2CCN(CC2)C(=O)OCC2=CC=CC=C2)=O (Benzyl 4-(1-oxido-5-oxo-5,7,8,9-tetrahydro-6H-pyrido[3,2-c]azepin-6-yl)piperidine-1-carboxylate). The yield is 53.3%. RXN SMILES: ClC1C=CC=C(C(OO)=[O:9])C=1.[O:12]=[C:13]1[C:19]2[CH:20]=[CH:21][CH:22]=[N:23][C:18]=2[CH2:17][CH2:16][CH2:15][N:14]1[CH:24]1[CH2:29][CH2:28][N:27]([C:30]([O:32][CH2:33][C:34]2[CH:39]=[CH:38][CH:37]=[CH:36][CH:35]=2)=[O:31])[CH2:26][CH2:25]1.S(OS([O-])=O)([O-])=O.[Na+].[Na+]>ClCCl>[O-:9][N+:23]1[C:18]2[CH2:17][CH2:16][CH2:15][N:14]([CH:24]3[CH2:25][CH2:26][N:27]([C:30]([O:32][CH2:33][C:34]4[CH:35]=[CH:36][CH:37]=[CH:38][CH:39]=4)=[O:31])[CH2:28][CH2:29]3)[C:13](=[O:12])[C:19]=2[CH:20]=[CH:21][CH:22]=1 |f:2.3.4|. Procedure details: m-Chloroperbenzoic acid (2.45 g) was added to a mixture of benzyl 4-(5-oxo-5,7,8,9-tetrahydro-6H-pyrido[3,2-c]azepin-6-yl)piperidine-1-carboxylate (1.8 g) and dichloromethane (50 mL), and the resultant mixture was stirred at room temperature for 3 hours. A 10% aqueous sodium disulfite solution was added to the reaction mixture, and the mixture was stirred for 20 minutes, followed by extraction with dichloromethane. The organic layer was washed with water and saturated saline and dried over sodiu... Starting materials: OC1=CC=NN1C1=NC=CC(=C1)C#N (2-(5-hydroxy-1H-pyrazol-1-yl)pyridine-4-carbonitrile), FC1(CCC(CC1)CO)F ((4,4-difluorocyclohexyl)methanol). Yields the product FC1(CCC(CC1)COC1=CC=NN1C1=NC=CC(=C1)C#N)F (2-{5-[(4,4-difluorocyclohexyl)methoxy]-1H-pyrazol-1-yl}pyridine-4-carbonitrile). As a reaction SMILES: [OH:1][C:2]1[N:6]([C:7]2[CH:12]=[C:11]([C:13]#[N:14])[CH:10]=[CH:9][N:8]=2)[N:5]=[CH:4][CH:3]=1.[F:15][C:16]1([F:24])[CH2:21][CH2:20][CH:19]([CH2:22]O)[CH2:18][CH2:17]1>>[F:15][C:16]1([F:24])[CH2:21][CH2:20][CH:19]([CH2:22][O:1][C:2]2[N:6]([C:7]3[CH:12]=[C:11]([C:13]#[N:14])[CH:10]=[CH:9][N:8]=3)[N:5]=[CH:4][CH:3]=2)[CH2:18][CH2:17]1. Procedure: The title compound was prepared from 2-(5-hydroxy-1H-pyrazol-1-yl)pyridine-4-carbonitrile and (4,4-difluorocyclohexyl)methanol according to the procedure for the preparation of Example 39, part C. 1H NMR (400 MHz, CDCl3): δ 1.40-1.43 (2H, m), 1.66-1.74 (2H, m), 1.84-1.88 (3H, m), 2.08-2.11 (2H, m), 3.97 (2H, d, J=6.0 Hz), 5.62 (1H, d, J=1.6 Hz), 7.33 (1H, d, J=4.8 Hz), 7.50 (1H, d, J=1.6 Hz), 7.94 (1H, s), 8.61 (1H, d, J=5.2 Hz). [M+H] Calc'd for C16H16F2N4O, 319. Found, 319.